Dataset: the Open Reaction Database (ORD), a public repository of structured organic reaction records. Task: describe an organic reaction: reactants, conditions, products, and yield Procedure: The experimental procedure employed for the synthesis of (5S)-6-phenyl-5-[(tert-butyloxycarbonyl)-amino]-4-oxo-hexanoyl-L-proline benzyl ester was followed using the free acid compound 9 (98 mg, 0.3054 mmol, 1.0 eq.), L-phenylalanine methyl ester hydrochloride (55 mg, 0.3054 mmol, 1.0 eq.), 1-Hydroxybenzotriazole hydrate (HOBt) (42 mg, 0.3054 mmol, 1.0 eq.), N-ethyl-N′-(dimethylaminopropyl)-carbodiimide hydrochloride (EDC.HCl) (59 mg, 0.3054 mmol, 1.0 eq.), iPr2NEt (0.11 mL, 0.6110 mmol, 2.0 eq.... Product: COC([C@@H](NC(CCC([C@H](CC1=CC=CC=C1)NC(=O)OC(C)(C)C)=O)=O)CC1=CC=CC=C1)=O ((5S)-6-phenyl-5-[(tert-butyloxycarbonyl)-amino]-4-oxo-hexanoyl-L-phenylalanine methyl ester). Reactants: Cl.C(C)N=C=NCCCN(C)C (N-ethyl-N′-(dimethylaminopropyl)-carbodiimide hydrochloride), C(C1=CC=CC=C1)OC([C@H]1N(CCC1)C(CCC([C@H](CC1=CC=CC=C1)NC(=O)OC(C)(C)C)=O)=O)=O ((5S)-6-phenyl-5-[(tert-butyloxycarbonyl)-amino]-4-oxo-hexanoyl-L-proline benzyl ester), O.ON1N=NC2=C1C=CC=C2 (1-Hydroxybenzotriazole hydrate), C1(=CC=CC=C1)C[C@@H](C(CCC(=O)O)=O)NC(=O)OC(C)(C)C ((5S)-6-phenyl-5-[(tert-butyloxycarbonyl)-amino]-4-oxo-hexanoic acid), Cl.COC([C@@H](N)CC1=CC=CC=C1)=O (L-phenylalanine methyl ester hydrochloride), CCN(C(C)C)C(C)C (iPr2NEt). The solvent is CN(C)C=O.C(Cl)Cl (DMF CH2Cl2). Yield: 95.0%. Reaction SMILES: [CH2:1]([O:8][C:9](=[O:37])[C@@H:10]1[CH2:14]CC[N:11]1[C:15](=[O:36])[CH2:16][CH2:17][C:18](=[O:35])[C@@H:19]([NH:27][C:28]([O:30][C:31]([CH3:34])([CH3:33])[CH3:32])=[O:29])[CH2:20][C:21]1[CH:26]=[CH:25][CH:24]=[CH:23][CH:22]=1)C1C=CC=CC=1.[C:38]1(C[C@H](NC(OC(C)(C)C)=O)C(=O)CCC(O)=O)[CH:43]=[CH:42][CH:41]=[CH:40][CH:39]=1.Cl.COC(=O)[C@H](CC1C=CC=CC=1)N.O.ON1C2C=CC=CC=2N=N1.Cl.C(N=C=NCCCN(C)C)C.CCN(C(C)C)C(C)C>CN(C=O)C.C(Cl)Cl>[CH3:1][O:8][C:9](=[O:37])[C@H:10]([CH2:14][C:38]1[CH:43]=[CH:42][CH:41]=[CH:40][CH:39]=1)[NH:11][C:15](=[O:36])[CH2:16][CH2:17][C:18](=[O:35])[C@@H:19]([NH:27][C:28]([O:30][C:31]([CH3:33])([CH3:32])[CH3:34])=[O:29])[CH2:20][C:21]1[CH:22]=[CH:23][CH:24]=[CH:25][CH:26]=1 |f:2.3,4.5,6.7,9.10|. Reported procedure: The compound was synthesized starting from tert-butyl 5-(2-(2,3-difluorophenyl)-4-hydroxy-3-methyl-5-oxo-2H-pyrrol-1(5H)-yl)-1H-benzo[d]imidazole-1-carboxylate (0.441 g, 1 mmol), 1,1,2,2-tetrafluoro-3-iodopropane (0.17 ml, 1.5 mmol) and P1-tBu (0.38 ml, 1.5 mmol) according to the method described above. RXN SMILES: [F:1][C:2]1[C:7]([F:8])=[CH:6][CH:5]=[CH:4][C:3]=1[CH:9]1[C:13]([CH3:14])=[C:12]([OH:15])[C:11](=[O:16])[N:10]1[C:17]1[CH:32]=[CH:31][C:20]2[N:21](C(OC(C)(C)C)=O)[CH:22]=[N:23][C:19]=2[CH:18]=1.[F:33][CH:34]([F:40])[C:35]([F:39])([F:38])[CH2:36]I>>[F:38][C:35]([F:39])([CH:34]([F:40])[F:33])[CH2:36][O:15][C:12]1[C:11](=[O:16])[N:10]([C:17]2[CH:32]=[CH:31][C:20]3[NH:21][CH:22]=[N:23][C:19]=3[CH:18]=2)[CH:9]([C:3]2[CH:4]=[CH:5][CH:6]=[C:7]([F:8])[C:2]=2[F:1])[C:13]=1[CH3:14]. Reactants: FC1=C(C=CC=C1F)C1N(C(C(=C1C)O)=O)C1=CC2=C(N(C=N2)C(=O)OC(C)(C)C)C=C1 (tert-butyl 5-(2-(2,3-difluorophenyl)-4-hydroxy-3-methyl-5-oxo-2H-pyrrol-1(5H)-yl)-1H-benzo[d]imidazole-1-carboxylate), FC(C(CI)(F)F)F (1,1,2,2-tetrafluoro-3-iodopropane), P1-tBu. The product is FC(COC=1C(N(C(C1C)C1=C(C(=CC=C1)F)F)C1=CC2=C(NC=N2)C=C1)=O)(C(F)F)F (3-(2,2,3,3-tetrafluoropropoxy)-1-(1H-benzo[d]imidazol-5-yl)-5-(2,3-difluoro-phenyl)-4-methyl-1H-pyrrol-2(5H)-one). Reactants: C(CC)Br (propyl bromide), C(CC)N(CCC)CCC (tripropylamine), CN(C=O)C (dimethylformamide). Product: C(CC)Br (propyl bromide), CN(C=O)C.C(CC)N(CCC)CCC (dimethylformamide tripropylamine). Reported procedure: 135 g (1.09 moles) of propyl bromide and 140 g (0.96 moles) of tripropylamine are heated together with 200 ml of dimethylformamide up to 130° C., in equipment provided with reflux condenser and thermometer, for 6 hours. The end point can be ascertained by the disappearance of the two phases formed from propyl bromide and dimethylformamide/tripropylamine and by the rise in temperature. The resulting solution is cooled and crystals of tetrapropylammonium bromide are precipitated. The crystalline p... RXN SMILES: [CH2:1]([Br:4])[CH2:2][CH3:3].[CH2:5]([N:8]([CH2:12][CH2:13][CH3:14])[CH2:9][CH2:10][CH3:11])[CH2:6][CH3:7].[CH3:15][N:16]([CH3:19])[CH:17]=[O:18]>>[CH2:1]([Br:4])[CH2:2][CH3:3].[CH3:15][N:16]([CH3:19])[CH:17]=[O:18].[CH2:5]([N:8]([CH2:12][CH2:13][CH3:14])[CH2:9][CH2:10][CH3:11])[CH2:6][CH3:7] |f:4.5|. Reaction conditions: time 6 hour. The reactants are C(C1=CC=CC=C1)(C1=CC=CC=C1)(C1=CC=CC=C1)NC=1SC=C(N1)/C(/C(=O)NC1[C@@H]2N(C(=C(CS2)CCl)C(=O)OCC2=CC=C(C=C2)OC)C1=O)=N/OC(C)(C)C(=O)OC(C)(C)C (p-methoxybenzyl 7-{(Z)-2-(2-tritylaminothiazol-4-yl)-2-(1-tert-butoxycarbonyl-1-methylethoxyimino)acetamido}-3-chloromethyl-3-cephem-4-carboxylate), SC=1SC=2C=NC=CC2N1 (2-mercaptothiazolo[5,4-c]pyridine), SC=1SC2=C(C=NC=C2)N1 (2-mercaptothiazolo[4,5-c]pyridine). Product: C(C1=CC=CC=C1)(C1=CC=CC=C1)(C1=CC=CC=C1)NC=1SC=C(N1)/C(/C(=O)NC1[C@@H]2N(C(=C(CS2)CSC=2SC=3C=NC=CC3N2)C(=O)OCC2=CC=C(C=C2)OC)C1=O)=N/OC(C)(C)C(=O)OC(C)(C)C (p-methoxybenzyl 7-{(Z)-2-(2-tritylaminothiazol-4-yl)-2-(1-tert-butoxycarbonyl-1-methylethoxyimino)acetamido}-3-(thiazolo[5,4-c]pyridin-2-yl)thiomethyl-3-cephem-4-carboxylate). Isolated yield 68.2%. Reaction SMILES: [C:1]([NH:20][C:21]1[S:22][CH:23]=[C:24](/[C:26](=[N:53]/[O:54][C:55]([C:58]([O:60][C:61]([CH3:64])([CH3:63])[CH3:62])=[O:59])([CH3:57])[CH3:56])/[C:27]([NH:29][CH:30]2[C:51](=[O:52])[N:32]3[C:33]([C:39]([O:41][CH2:42][C:43]4[CH:48]=[CH:47][C:46]([O:49][CH3:50])=[CH:45][CH:44]=4)=[O:40])=[C:34]([CH2:37]Cl)[CH2:35][S:36][C@H:31]23)=[O:28])[N:25]=1)([C:14]1[CH:19]=[CH:18][CH:17]=[CH:16][CH:15]=1)([C:8]1[CH:13]=[CH:12][CH:11]=[CH:10][CH:9]=1)[C:2]1[CH:7]=[CH:6][CH:5]=[CH:4][CH:3]=1.[SH:65][C:66]1[S:67][C:68]2[CH:69]=[N:70][CH:71]=[CH:72][C:73]=2[N:74]=1.SC1SC2C=CN=CC=2N=1>>[C:1]([NH:20][C:21]1[S:22][CH:23]=[C:24](/[C:26](=[N:53]/[O:54][C:55]([C:58]([O:60][C:61]([CH3:64])([CH3:63])[CH3:62])=[O:59])([CH3:57])[CH3:56])/[C:27]([NH:29][CH:30]2[C:51](=[O:52])[N:32]3[C:33]([C:39]([O:41][CH2:42][C:43]4[CH:48]=[CH:47][C:46]([O:49][CH3:50])=[CH:45][CH:44]=4)=[O:40])=[C:34]([CH2:37][S:65][C:66]4[S:67][C:68]5[CH:69]=[N:70][CH:71]=[CH:72][C:73]=5[N:74]=4)[CH2:35][S:36][C@H:31]23)=[O:28])[N:25]=1)([C:14]1[CH:19]=[CH:18][CH:17]=[CH:16][CH:15]=1)([C:8]1[CH:13]=[CH:12][CH:11]=[CH:10][CH:9]=1)[C:2]1[CH:7]=[CH:6][CH:5]=[CH:4][CH:3]=1. Reported procedure: Using 276 mg of p-methoxybenzyl 7-{(Z)-2-(2-tritylaminothiazol-4-yl)-2-(1-tert-butoxycarbonyl-1-methylethoxyimino)acetamido}-3-chloromethyl-3-cephem-4-carboxylate and 60 mg of 2-mercaptothiazolo[5,4-c]pyridine in place of p-methoxybenzyl 7-{(Z)-2-(2-tritylaminothiazol-4-yl)-2-methoxyimino-acetamido}-3-chloromethyl-3-cephem-4-carboxylate and 2-mercaptothiazolo[4,5-c]pyridine, respectively, the reaction and purification were carried out in the same manner as in Example 1(a) to obtain 215 mg of the... Reactants: CCCCP(CCCC)CCCC, C1CCOC1, Cc1onc(-c2ccccc2)c1CO, CCOC(=O)N=NC(=O)OCC, Oc1cnc2ccccc2n1, c1ccc(P(c2ccccc2)c2ccccc2)cc1. Product: Cc1onc(-c2ccccc2)c1COc1cnc2ccccc2n1. RXN SMILES: [CH2:26]([P:27]([CH2:28][CH2:29][CH2:30][CH3:31])[CH2:32][CH2:33][CH2:34][CH3:35])[CH2:36][CH2:37][CH3:38].[CH2:70]1[O:71][CH2:72][CH2:73][CH2:74]1.[CH3:1][c:2]1[c:3]([CH2:13][OH:14])[c:4](-[c:7]2[cH:8][cH:9][cH:10][cH:11][cH:12]2)[n:5][o:6]1.[O:58]=[C:59]([O:60][CH2:61][CH3:62])[N:63]=[N:64][C:65]([O:66][CH2:67][CH3:68])=[O:69].[OH:15][c:16]1[n:17][c:18]2[cH:19][cH:20][cH:21][cH:22][c:23]2[n:24][cH:25]1.[c:39]1([P:40]([c:41]2[cH:42][cH:43][cH:44][cH:45][cH:46]2)[c:47]2[cH:48][cH:49][cH:50][cH:51][cH:52]2)[cH:53][cH:54][cH:55][cH:56][cH:57]1>>[CH3:1][c:2]1[c:3]([CH2:13][O:14][c:16]2[n:17][c:18]3[cH:19][cH:20][cH:21][cH:22][c:23]3[n:24][cH:25]2)[c:4](-[c:7]2[cH:8][cH:9][cH:10][cH:11][cH:12]2)[n:5][o:6]1. The reactants are S(=O)(=O)(O)OC1=CC=C(C=C1)NC (4-methylaminophenol hemisulfate), FC(C1=CC=C(C=C1)S(=O)(=O)Cl)(F)F (4-(trifluoromethyl)benzenesulfonyl chloride), O (H2O). The solvent is C1(=CC=CC=C1)C (toluene). Reaction conditions: time 16 hour. The product is OC1=CC=C(C=C1)N(S(=O)(=O)C1=CC=C(C=C1)C(F)(F)F)C (N-(4-hydroxy-phenyl)-N-methyl-4-trifluoromethyl-benzenesulfonamide). Yield: 100.4%. RXN SMILES: S([O:5][C:6]1[CH:11]=[CH:10][C:9]([NH:12][CH3:13])=[CH:8][CH:7]=1)(O)(=O)=O.[F:14][C:15]([F:27])([F:26])[C:16]1[CH:21]=[CH:20][C:19]([S:22](Cl)(=[O:24])=[O:23])=[CH:18][CH:17]=1.O>C1(C)C=CC=CC=1>[OH:5][C:6]1[CH:7]=[CH:8][C:9]([N:12]([CH3:13])[S:22]([C:19]2[CH:18]=[CH:17][C:16]([C:15]([F:14])([F:26])[F:27])=[CH:21][CH:20]=2)(=[O:24])=[O:23])=[CH:10][CH:11]=1. Procedure: 13.8 g (40 mmol) of 4-methylaminophenol hemisulfate (twice suspended in toluene and evaporated under reduced pressure to remove water) were suspended in 100 ml hexamethyldisilazane and refluxed for 2.5 h. The solution was evaporated under reduced pressure and dissolved in 270 ml THF. 9.79 g (40 mmol) of 4-(trifluoromethyl)benzenesulfonyl chloride were added slowly at 0° C. and the reaction mixture was stirred for 16 h at room temperature. 30 ml H2O were added and after 1 h the solvents were evap... Reactants: COc1cc(OC)c2c(CNC(=O)OC(C)(C)C)ncc(N)c2c1, O=C(N=C=S)c1ccccc1, CC(C)=O. Product: COc1cc(OC)c2c(CNC(=O)OC(C)(C)C)ncc(NC(N)=S)c2c1. RXN SMILES: [C:1]([CH3:2])([CH3:3])([CH3:4])[O:5][C:6]([NH:7][CH2:8][c:9]1[n:10][cH:11][c:12]([NH2:23])[c:13]2[cH:14][c:15]([O:21][CH3:22])[cH:16][c:17]([O:19][CH3:20])[c:18]12)=[O:24].[C:25](=[O:26])([c:27]1[cH:28][cH:29][cH:30][cH:31][cH:32]1)[N:33]=[C:34]=[S:35].[CH3:36][C:37](=[O:38])[CH3:39]>>[C:1]([CH3:2])([CH3:3])([CH3:4])[O:5][C:6]([NH:7][CH2:8][c:9]1[n:10][cH:11][c:12]([NH:23][C:34]([NH2:33])=[S:35])[c:13]2[cH:14][c:15]([O:21][CH3:22])[cH:16][c:17]([O:19][CH3:20])[c:18]12)=[O:24]. Yields the product CN(C(=O)C1=CC2=C(N=C(N=C2)NC2=NC=C(C=C2)CN2CCC(CC2)O)N1C1CCCC1)C (7-cyclopentyl-2-[5-(4-hydroxy-piperidin-1-ylmethyl)pyridin-2-ylamino]-7H-pyrrolo[2,3-d]pyrimidine-6-carboxylic acid dimethylamide). Procedure: Following General Procedure B, 7-cyclopentyl-2-(5-formyl-pyridin-2-ylamino)-7H-pyrrolo[2,3-d]pyrimidine-6-carboxylic acid dimethylamide (0.2 g, 0.529 mmol) and piperidin-4-ol (56 mg, 0.556 mmol) gave 7-cyclopentyl-2-[5-(4-hydroxy-piperidin-1-ylmethyl)pyridin-2-ylamino]-7H-pyrrolo[2,3-d]pyrimidine-6-carboxylic acid dimethylamide is obtained as a white solid (25 mg, 10%) [following purification by preparative LCMS and further purification by SiO2 chromatography, eluting with 0-7% (2N NH3 in MeOH/E... Reaction SMILES: [CH3:1][N:2]([CH3:28])[C:3]([C:5]1[N:22]([CH:23]2[CH2:27][CH2:26][CH2:25][CH2:24]2)[C:8]2[N:9]=[C:10]([NH:13][C:14]3[CH:19]=[CH:18][C:17]([CH:20]=O)=[CH:16][N:15]=3)[N:11]=[CH:12][C:7]=2[CH:6]=1)=[O:4].[NH:29]1[CH2:34][CH2:33][CH:32]([OH:35])[CH2:31][CH2:30]1>>[CH3:28][N:2]([CH3:1])[C:3]([C:5]1[N:22]([CH:23]2[CH2:27][CH2:26][CH2:25][CH2:24]2)[C:8]2[N:9]=[C:10]([NH:13][C:14]3[CH:19]=[CH:18][C:17]([CH2:20][N:29]4[CH2:34][CH2:33][CH:32]([OH:35])[CH2:31][CH2:30]4)=[CH:16][N:15]=3)[N:11]=[CH:12][C:7]=2[CH:6]=1)=[O:4]. Reactants: CN(C(=O)C1=CC2=C(N=C(N=C2)NC2=NC=C(C=C2)C=O)N1C1CCCC1)C (7-cyclopentyl-2-(5-formyl-pyridin-2-ylamino)-7H-pyrrolo[2,3-d]pyrimidine-6-carboxylic acid dimethylamide), N1CCC(CC1)O (piperidin-4-ol). Starting materials: E2, FC=1C=C(C=C(C1)F)C1(CNCC1)O (3-(3,5-difluorophenyl)pyrrolidin-3-ol), C(C)#N (acetonitrile), C([O-])([O-])=O.[Na+].[Na+] (sodium carbonate), ICC (iodoethane). Solvent: O (Water). Conditions: time 72 hour. Product: FC=1C=C(C=C(C1)F)C1(CN(CC1)CC)O ((−)-3-(3,5-DIFLUOROPHENYL)-1-ETHYLPYRROLIDIN-3-OL). RXN SMILES: [F:1][C:2]1[CH:3]=[C:4]([C:9]2([OH:14])[CH2:13][CH2:12][NH:11][CH2:10]2)[CH:5]=[C:6]([F:8])[CH:7]=1.[C:15](#N)[CH3:16].C(=O)([O-])[O-].[Na+].[Na+].ICC>O>[F:1][C:2]1[CH:3]=[C:4]([C:9]2([OH:14])[CH2:13][CH2:12][N:11]([CH2:15][CH3:16])[CH2:10]2)[CH:5]=[C:6]([F:8])[CH:7]=1 |f:2.3.4|. Procedure: In a sealed tube a mixture of enantiomer E2 of 3-(3,5-difluorophenyl)pyrrolidin-3-ol (0.17 g, 0.85 mmol), acetonitrile (4 mL), sodium carbonate (0.11 g, 2.12 mmol) and iodoethane (0.13 g, 0.85 mmol) was stirred at ambient temperature for 72 h. Water (30 mL) was added and the aqueous phase was extracted with ethyl acetate (2×50 mL), the combined organic phase was dried (MgSO4) and evaporated. Purification by flash chromatography on silica gel (ethyl acetate/methanol, 1:1) gave the title compound ... The reactants are C1(=C(C=CC=C1)C=1C(NC(NC1)=O)=O)C (5-o-Tolyl-1H-pyrimidine-2,4-dione), C(C)N(C(C)C)C(C)C (Ethyl-diisopropyl-amine), ClCCCN1C[C@]2(C[C@H]2C1)C1=CC=C(C=C1)C(F)(F)F ((1S,5R)-3-(3-chloro-propyl)-1-(4-trifluoromethyl-phenyl)-3-aza-bicyclo[3.1.0]hexane), C1(=C(C=CC=C1)C=1C(NC(NC1)=O)=O)C (5-o-Tolyl-1H-pyrimidine-2,4-dione), C(C)N(C(C)C)C(C)C (ethyl-diisopropyl-amine), ClCCCN1C[C@]2(C[C@H]2C1)C1=CC=C(C=C1)C(F)(F)F ((1S,5R)-3-(3-chloro-propyl)-1-(4-trifluoromethyl-phenyl)-3-aza-bicyclo[3.1.0]hexane). Solvent: CC#N.CS(=O)C (MeCN DMSO). The product is Cl.CC1=C(C=CC=C1)C=1C(NC(N(C1)CCCN1C[C@]2(C[C@H]2C1)C1=CC=C(C=C1)C(F)(F)F)=O)=O (5-(2-methylphenyl)-1-(3-{(1S,5R)-1-[4-(trifluoromethyl)phenyl]-3-azabicyclo[3.1.0]hex-3-yl}propyl)-2,4(1H,3H)-pyrimidinedione hydrochloride). The yield is 62.5%. As a reaction SMILES: [C:1]1([CH3:15])[CH:6]=[CH:5][CH:4]=[CH:3][C:2]=1[C:7]1[C:8](=[O:14])[NH:9][C:10](=[O:13])[NH:11][CH:12]=1.C(N(C(C)C)C(C)C)C.[Cl:25][CH2:26][CH2:27][CH2:28][N:29]1[CH2:34][C@H:33]2[C@:31]([C:35]3[CH:40]=[CH:39][C:38]([C:41]([F:44])([F:43])[F:42])=[CH:37][CH:36]=3)([CH2:32]2)[CH2:30]1>CC#N.CS(C)=O>[ClH:25].[CH3:15][C:1]1[CH:6]=[CH:5][CH:4]=[CH:3][C:2]=1[C:7]1[C:8](=[O:14])[NH:9][C:10](=[O:13])[N:11]([CH2:26][CH2:27][CH2:28][N:29]2[CH2:34][C@H:33]3[C@:31]([C:35]4[CH:40]=[CH:39][C:38]([C:41]([F:44])([F:42])[F:43])=[CH:37][CH:36]=4)([CH2:32]3)[CH2:30]2)[CH:12]=1 |f:3.4,5.6|. Procedure: 5-Phenyl-1H-pyrimidine-2,4-dione (Prep53, 52 mg, 0.25 mmol) was dissolved in MeCN-DMSO (3:1, 3 mL). Ethyl-diisopropyl-amine (132 μl, 0.8 mmol) and (1S,5R)-3-(3-chloro-propyl)-1-(4-trifluoromethyl-phenyl)-3-aza-bicyclo[3.1.0]hexane (Prep13, 69 mg, 0.3 mmol) were added. The mixture was placed in a microwave oven and then irradiated at 150° C. for 6 hours (3 cycles×1 h). A second run was performed on 5-Phenyl-1H-pyrimidine-2,4-dione (Prep53, 123 mg, 0.43 mmol), ethyl-diisopropyl-amine (0.2 μl, 1.2 ...